This data is from the Open Reaction Database (ORD), a public repository of structured organic reaction records. The task is: describe an organic reaction: reactants, conditions, products, and yield The reactants are CCCc1c(CNC)ccc2ccccc12, CNCc1cc2ccccc2n1C, CN1CC(=O)Nc2ncc(C=CC(=O)O)cc2C1, Cl, Cl, O=C(O)C=Cc1cnc2[nH]c(=O)oc2c1. The product is CN(Cc1cc2ccccc2n1C)C(=O)C=Cc1cnc2[nH]c(=O)oc2c1. Reaction SMILES: [CH3:14][NH:15][CH2:16][c:17]1[cH:18][cH:19][c:20]2[c:21]([cH:22][cH:23][cH:24][cH:25]2)[c:26]1[CH2:27][CH2:28][CH3:29].[CH3:1][NH:2][CH2:3][c:4]1[n:5]([CH3:13])[c:6]2[cH:7][cH:8][cH:9][cH:10][c:11]2[cH:12]1.[CH3:47][N:48]1[CH2:49][c:50]2[cH:51][c:52]([CH:53]=[CH:54][C:55]([OH:56])=[O:57])[cH:58][n:59][c:60]2[NH:61][C:62](=[O:63])[CH2:64]1.[ClH:30].[ClH:46].[O:31]=[c:32]1[o:33][c:34]2[c:35]([n:36][cH:37][c:38]([CH:40]=[CH:41][C:42](=[O:43])[OH:44])[cH:39]2)[nH:45]1>>[CH3:1][N:2]([CH2:3][c:4]1[n:5]([CH3:13])[c:6]2[cH:7][cH:8][cH:9][cH:10][c:11]2[cH:12]1)[C:42]([CH:41]=[CH:40][c:38]1[cH:37][n:36][c:35]2[c:34]([o:33][c:32](=[O:31])[nH:45]2)[cH:39]1)=[O:43]. The reactants are O=C(n1ccnc1)n1ccnc1, CC(C)(C)OC(=O)NCCN, C1CCOC1, O=C(O)c1ncoc1-c1ccccc1. Yields the product CC(C)(C)OC(=O)NCCNC(=O)c1ncoc1-c1ccccc1. Reaction SMILES: [C:15]([n:16]1[cH:17][cH:18][n:19][cH:20]1)([n:21]1[cH:22][cH:23][n:24][cH:25]1)=[O:26].[NH2:27][CH2:28][CH2:29][NH:30][C:31]([O:32][C:33]([CH3:34])([CH3:35])[CH3:36])=[O:37].[O:38]1[CH2:39][CH2:40][CH2:41][CH2:42]1.[c:1]1(-[c:7]2[c:8]([C:12](=[O:13])[OH:14])[n:9][cH:10][o:11]2)[cH:2][cH:3][cH:4][cH:5][cH:6]1>>[c:1]1(-[c:7]2[c:8]([C:12](=[O:14])[NH:27][CH2:28][CH2:29][NH:30][C:31]([O:32][C:33]([CH3:34])([CH3:35])[CH3:36])=[O:37])[n:9][cH:10][o:11]2)[cH:2][cH:3][cH:4][cH:5][cH:6]1. Starting materials: ClC1=NC(=C(C(=C1Cl)NC1=C(C=C(C=C1)[N+](=O)[O-])C(F)(F)F)Cl)Cl (N-(2,3,5,6-Tetrachloro-4-pyridyl)-N-(4-nitro-2-trifluoromethylphenyl)amine), C([O-])([O-])=O.[Na+].[Na+] (sodium carbonate), S(=O)(=O)(OC)OC (dimethyl sulfate). Solvent: CC(=O)C (acetone). Run at time 2 hour. The product is ClC1=NC(=C(C(=C1Cl)N(C)C1=C(C=C(C=C1)[N+](=O)[O-])C(F)(F)F)Cl)Cl (N-(2,3,5,6-TETRACHLORO-4-PYRIDYL)-N-(4-NITRO-2-TRIFLUOROMETHYLPHENYL)-N-METHYLAMINE). Reaction SMILES: [Cl:1][C:2]1[C:7]([Cl:8])=[C:6]([NH:9][C:10]2[CH:15]=[CH:14][C:13]([N+:16]([O-:18])=[O:17])=[CH:12][C:11]=2[C:19]([F:22])([F:21])[F:20])[C:5]([Cl:23])=[C:4]([Cl:24])[N:3]=1.[C:25](=O)([O-])[O-].[Na+].[Na+].S(OC)(OC)(=O)=O>CC(C)=O>[Cl:1][C:2]1[C:7]([Cl:8])=[C:6]([N:9]([C:10]2[CH:15]=[CH:14][C:13]([N+:16]([O-:18])=[O:17])=[CH:12][C:11]=2[C:19]([F:22])([F:20])[F:21])[CH3:25])[C:5]([Cl:23])=[C:4]([Cl:24])[N:3]=1 |f:1.2.3|. Reported procedure: N-(2,3,5,6-Tetrachloro-4-pyridyl)-N-(4-nitro-2-trifluoromethylphenyl)amine (2.0 grams; 0.005 mole), 30 ml. of acetone, 6.0 grams of sodium carbonate and 6 ml. of dimethyl sulfate were mixed and refluxed. After 2 hours, TLC showed no evidence of product. After 8 hours, TLC showed evidence of some product formation. After about sixteen hours, the reaction mixture was quenched by adding water, heating for one hour, and then allowing to cool. Product precipitated and was separated by filtration. It ... Starting materials: COC1=CC=C(C=C1)[C@@H]1SC2=C(NC([C@@H]1O)=O)C=CC(=C2)Cl ((±)-cis-2-(4-methoxyphenyl)-3-hydroxy-8-chloro-2,3-dihydro-1,5-benzothiazepin-4(5H)-one), Cl.C(C1=CC=CC=C1)N(C)CCCl (2-(N-benzyl-N-methylamino)ethyl chloride hydrochloride), C([O-])([O-])=O.[K+].[K+] (potassium carbonate). Solvent: CC(=O)C (acetone). Product: COC1=CC=C(C=C1)[C@@H]1SC2=C(N(C([C@@H]1O)=O)CCN(C)CC1=CC=CC=C1)C=CC(=C2)Cl ((±)-cis-2-(4-methoxyphenyl)-3-hydroxy-5-[2-(N-benzyl-N-methylamino)ethyl]-8-chloro-2,3-dihydro-1,5-benzothiazepin-4(5H)-one). The yield is 114.3%. As a reaction SMILES: [CH3:1][O:2][C:3]1[CH:8]=[CH:7][C:6]([C@H:9]2[C@@H:15]([OH:16])[C:14](=[O:17])[NH:13][C:12]3[CH:18]=[CH:19][C:20]([Cl:22])=[CH:21][C:11]=3[S:10]2)=[CH:5][CH:4]=1.Cl.[CH2:24]([N:31]([CH2:33][CH2:34]Cl)[CH3:32])[C:25]1[CH:30]=[CH:29][CH:28]=[CH:27][CH:26]=1.C(=O)([O-])[O-].[K+].[K+]>CC(C)=O>[CH3:1][O:2][C:3]1[CH:8]=[CH:7][C:6]([C@H:9]2[C@@H:15]([OH:16])[C:14](=[O:17])[N:13]([CH2:34][CH2:33][N:31]([CH2:24][C:25]3[CH:30]=[CH:29][CH:28]=[CH:27][CH:26]=3)[CH3:32])[C:12]3[CH:18]=[CH:19][C:20]([Cl:22])=[CH:21][C:11]=3[S:10]2)=[CH:5][CH:4]=1 |f:1.2,3.4.5|. Reported procedure: A mixture of 9 g of (±)-cis-2-(4-methoxyphenyl)-3-hydroxy-8-chloro-2,3-dihydro-1,5-benzothiazepin-4(5H)-one, 7.7 g of 2-(N-benzyl-N-methylamino)ethyl chloride hydrochloride, 9.62 g of potassium carbonate and 600 ml of acetone is treated in the same manner as described in Example 4-(1). 14.8 g of (±)-cis-2-(4-methoxyphenyl)-3-hydroxy-5-[2-(N-benzyl-N-methylamino)ethyl]-8-chloro-2,3-dihydro-1,5-benzothiazepin-4(5H)-one are obtained as an oil. Reactants: COC1=CC=2CC3C(CC2C=C1OC)O3 (2,3-dimethoxy-6,7-epoxy-5,6,7,8-tetrahydronaphthalene), COC1=C(C=CC=C1)N1CCNCC1 (1-(o-methoxyphenyl)piperazine), C(C)(C)O (isopropanol). The solvent is C=1(C(=CC=CC1)C)C (xylene). The product is COC=1C=C2C[C@H]([C@@H](CC2=CC1OC)O)N1CCN(CC1)C1=C(C=CC=C1)OC (trans-1,2,3,4-Tetrahydro-6,7-dimethoxy-3-[4 -(2-methoxyphenyl)-1-piperazinyl]-2 -naphthalenol). Isolated yield 22.9%. Reaction SMILES: [CH3:1][O:2][C:3]1[C:12]([O:13][CH3:14])=[CH:11][C:10]2[CH2:9][CH:8]3[O:15][CH:7]3[CH2:6][C:5]=2[CH:4]=1.[CH3:16][O:17][C:18]1[CH:23]=[CH:22][CH:21]=[CH:20][C:19]=1[N:24]1[CH2:29][CH2:28][NH:27][CH2:26][CH2:25]1.C(O)(C)C>C1(C)C(C)=CC=CC=1>[CH3:14][O:13][C:12]1[CH:11]=[C:10]2[C:5](=[CH:4][C:3]=1[O:2][CH3:1])[CH2:6][C@@H:7]([OH:15])[C@H:8]([N:27]1[CH2:26][CH2:25][N:24]([C:19]3[CH:20]=[CH:21][CH:22]=[CH:23][C:18]=3[O:17][CH3:16])[CH2:29][CH2:28]1)[CH2:9]2. Reported procedure: A solution of 2.94 g of 2,3-dimethoxy-6,7-epoxy-5,6,7,8-tetrahydronaphthalene, 2.9 g of 1-(o-methoxyphenyl)piperazine, and 1 ml of isopropanol in 30 ml of xylene is refluxed for 5 days. The reaction mixture is concentrated in vacuo, the residue taken up in ethyl acetate, and this is thoroughly extracted with dilute hydrochloric acid. The combined acid extracts are made basic with dilute sodium hydroxide solution, and this is thoroughly extracted with ethyl acetate. The combined ethyl acetate ext...